describe an organic reaction: reactants, conditions, products, and yield From a dataset of the Open Reaction Database (ORD), a public repository of structured organic reaction records. Starting materials: COC=1C=CC2=C(N=C([Se]2)C)C1 (5-methoxy-2-methylbenzoselenazole), ClC1=CC=C(C=C1)S(=O)(=O)OCCCCCCCCCCCCCCCCCC (octadecyl parachlorobenzenesulfonate). Conditions: temperature 130 celsius. Yields the product ClC1=CC=C(C=C1)S(=O)(=O)[O-].COC=1C=CC2=C([N+](=C([Se]2)C)CCCCCCCCCCCCCCCCCC)C1 (5-methoxy-2-methyl-3-octadecylbenzoselenazolium parachlorobenzenesulfonate). The yield is 49.4%. Reaction SMILES: [CH3:1][O:2][C:3]1[CH:4]=[CH:5][C:6]2[Se:10][C:9]([CH3:11])=[N:8][C:7]=2[CH:12]=1.[Cl:13][C:14]1[CH:19]=[CH:18][C:17]([S:20]([O:23][CH2:24][CH2:25][CH2:26][CH2:27][CH2:28][CH2:29][CH2:30][CH2:31][CH2:32][CH2:33][CH2:34][CH2:35][CH2:36][CH2:37][CH2:38][CH2:39][CH2:40][CH3:41])(=[O:22])=[O:21])=[CH:16][CH:15]=1>>[Cl:13][C:14]1[CH:15]=[CH:16][C:17]([S:20]([O-:23])(=[O:21])=[O:22])=[CH:18][CH:19]=1.[CH3:1][O:2][C:3]1[CH:4]=[CH:5][C:6]2[Se:10][C:9]([CH3:11])=[N+:8]([CH2:41][CH2:40][CH2:39][CH2:38][CH2:37][CH2:36][CH2:35][CH2:34][CH2:33][CH2:32][CH2:31][CH2:30][CH2:29][CH2:28][CH2:27][CH2:26][CH2:25][CH3:24])[C:7]=2[CH:12]=1 |f:2.3|. Procedure: Into a sealed tube in which air was replaced by nitrogen were placed 0.50 g (2.17 mmoles) of 5-methoxy-2-methylbenzoselenazole and 1.06 g (2.39 mmoles) of octadecyl parachlorobenzenesulfonate. The mixture obtained was heated at 130° C. for 4 hours. The resulting reddish purple solid was washed with ether and dried under reduced pressure, giving 0.72 g (yield: 49.3%) of 5-methoxy-2-methyl-3-octadecylbenzoselenazolium parachlorobenzenesulfonate as a reddish purple powder.